From a dataset of the Open Reaction Database (ORD), a public repository of structured organic reaction records. describe an organic reaction: reactants, conditions, products, and yield The reactants are O\N=C(/C(=O)OCC)\C(C)=O (Ethyl (Z)-2-hydroxyimino-3-oxobutyrate), IC(C)C (2-iodopropane). The product is C(C)(C)O\N=C(/C(=O)OCC)\C(C)=O (Ethyl (Z)-2-(isopropyloxyimino)-3-oxobutyrate). RXN SMILES: [OH:1]/[N:2]=[C:3](/[C:9](=[O:11])[CH3:10])\[C:4]([O:6][CH2:7][CH3:8])=[O:5].I[CH:13]([CH3:15])[CH3:14]>>[CH:13]([O:1]/[N:2]=[C:3](/[C:9](=[O:11])[CH3:10])\[C:4]([O:6][CH2:7][CH3:8])=[O:5])([CH3:15])[CH3:14]. Procedure details: Ethyl (Z)-2-hydroxyimino-3-oxobutyrate (3.2 g, 20 mmol) was converted into the title compound by reaction with 2-iodopropane in an analogous reaction to that described in Example 4a Method 1, except that reaction was complete in 3 h. After purification the title compound was obtained as an oil (3.01 g; 74%); νmax (CH2Cl2) 1740, 1685, 1600, 1370, 1315, 1225 and 1070 cm-1 ; δH (CDCl3) 1.31 (3H, t, J 6.5 Hz), 1.33 (6H, d, J 6.5 Hz), 2.37 (3H, s), 4.38 (2H, q, J 6.5 Hz), ca 4.6 (1H, m) [Mass spectru... Reactants: Cl (hydrochloric acid), FC=1C=C(C(=O)C2=CC(=CC(=C2)F)F)C=C(C1)F (3,3',5,5'-tetrafluorobezophenone), [C-]#N.[K+] (potassium cyanide), C([O-])([O-])=O.[NH4+].[NH4+] (ammonium carbonate), O (water). Run in C(C)O (ethanol). Reaction conditions: temperature 115 celsius. The product is FC=1C=C(C=C(C1)F)C1(C(NC(N1)=O)=O)C1=CC(=CC(=C1)F)F (5,5-di(3,5-difluorophenyl)-2,4-imidazolidinedione). Isolated yield 87.0%. As a reaction SMILES: [F:1][C:2]1[CH:3]=[C:4]([CH:15]=[C:16]([F:18])[CH:17]=1)[C:5]([C:7]1[CH:12]=[C:11]([F:13])[CH:10]=[C:9]([F:14])[CH:8]=1)=O.[C-:19]#[N:20].[K+].[C:22](=[O:25])([O-])[O-].[NH4+:26].[NH4+].Cl.[OH2:29]>C(O)C>[F:1][C:2]1[CH:3]=[C:4]([C:5]2([C:7]3[CH:12]=[C:11]([F:13])[CH:10]=[C:9]([F:14])[CH:8]=3)[NH:26][C:19](=[O:29])[NH:20][C:22]2=[O:25])[CH:15]=[C:16]([F:18])[CH:17]=1 |f:1.2,3.4.5|. Procedure details: A mixture of 3,3',5,5'-tetrafluorobezophenone (358 g, 1.41 mol), potassium cyanide (137.5 g, 2.11 mol), ammonium carbonate (406 g, 4.22 mol) and ethanol (3.5 L) was heated at 115° C. for 16 h in a stirred 2 gal pressure reactor. After chilling to relieve the pressure, the reactor was opened and the mixture was poured into 8 L of water in a 22-L flask equipped with a mechanical stirrer. The mixture was acidified (pH 2.0) using concentrated hydrochloric acid (~1 L) (Note 1) and the resulting preci... Reactants: COC=Cc1ccc(C(C)C)c(Br)c1, [Li]C(C)(C)C, C1CCOC1, CCOC(=O)Cl. Yields the product CCOC(=O)c1cc(C=COC)ccc1C(C)C. Reaction SMILES: [Br:6][c:7]1[c:8]([CH:17]([CH3:18])[CH3:19])[cH:9][cH:10][c:11]([CH:13]=[CH:14][O:15][CH3:16])[cH:12]1.[C:1]([Li:2])([CH3:3])([CH3:4])[CH3:5].[CH2:26]1[O:27][CH2:28][CH2:29][CH2:30]1.[Cl:20][C:21](=[O:22])[O:23][CH2:24][CH3:25]>>[c:7]1([C:21](=[O:22])[O:23][CH2:24][CH3:25])[c:8]([CH:17]([CH3:18])[CH3:19])[cH:9][cH:10][c:11]([CH:13]=[CH:14][O:15][CH3:16])[cH:12]1.